This data is from the Open Reaction Database (ORD), a public repository of structured organic reaction records. The task is: describe an organic reaction: reactants, conditions, products, and yield Starting materials: C1(=CC=CC=C1)C(COCP(OCC)(OCC)=O)[SeH] (diethyl (2-phenylselenylethoxy)methylphosphonate), C([O-])(O)=O.[Na+] (sodium bicarbonate), C(C)(C)NC(C)C (Diisopropylamine), I(=O)(=O)(=O)[O-].[Na+] (sodium periodate). The solvent is O1C(COCC1)CO.O (dioxane-methanol water), C1=CC=CC=C1 (benzene), C(Cl)Cl (CH2Cl2). Run at temperature 90 celsius, time 30 minute. The product is C(=C)OCP(=O)(OCC)OCC (diethylphosphonomethyl vinyl ether). The yield is 97.3%. As a reaction SMILES: C1([CH:7]([SeH])[CH2:8][O:9][CH2:10][P:11](=[O:18])([O:15][CH2:16][CH3:17])[O:12][CH2:13][CH3:14])C=CC=CC=1.C(=O)(O)[O-].[Na+].I([O-])(=O)(=O)=O.[Na+].C(NC(C)C)(C)C>O1CCOCC1CO.O.C(Cl)Cl.C1C=CC=CC=1>[CH:8]([O:9][CH2:10][P:11]([O:15][CH2:16][CH3:17])([O:12][CH2:13][CH3:14])=[O:18])=[CH2:7] |f:1.2,3.4,6.7|. Procedure: To a solution of 28 (30 g, 0.081 mol) in dioxane-methanol-water (6:2:1, 600 ml) was added sodium bicarbonate (34 g, 0.4 mol) followed by sodium periodate (51 g, 0.24 mol). After stirring for 30 minutes, the mixture was filtered. The filtrate was condensed to ca 100 ml volume diluted with CH2Cl2 (500 ml) and washed with brine. Evaporation of dried (MgSO4) solvent gave a colorless oil which was dissolved in benzene (200 ml). Diisopropylamine (30 g, 0.3 mol) was added and the solution was heated at... The reagents and catalysts are Cl[Ti](Cl)(Cl)Cl (TiCl4). Procedure details: To a stirred solution of Compound 45 (760 mg, 4.00 mmol) in dry CH2Cl2 (15 ml) was added TiCl4 (1.67 g, 8.80 mmol) via a syringe with ice-cooling. After 15 min, to this was added a solution of dichloromethyl methyl ether (920 mg, 8.00 mmol) in dry CH2Cl2 (5 ml) at same temperature. The reaction mixture was stirred at 0° C. for 15 min, and then for 1.5 h at room temperature. The mixture was diluted with water (20 ml) with ice-cooling and stirred at room temperature for 15 min. The organic layer w... Reaction SMILES: [CH3:1][O:2][C:3]1[CH:8]=[CH:7][C:6]([CH2:9][C:10]([F:13])([F:12])[F:11])=[CH:5][CH:4]=1.[CH3:14][O:15]C(Cl)Cl>C(Cl)Cl.O.Cl[Ti](Cl)(Cl)Cl>[CH3:1][O:2][C:3]1[CH:4]=[CH:5][C:6]([CH2:9][C:10]([F:12])([F:11])[F:13])=[CH:7][C:8]=1[CH:14]=[O:15]. Yields the product COC1=C(C=O)C=C(C=C1)CC(F)(F)F (2-Methoxy-5-(2,2,2-trifluoroethyl)benzaldehyde). Reactants: COC1=CC=C(C=C1)CC(F)(F)F (1-(4-Methoxyphenyl)-2,2,2-trifluoroethane), COC(Cl)Cl (dichloromethyl methyl ether). Run at temperature 0 celsius, time 15 minute. Isolated yield 57.3%. Run in O (water), C(Cl)Cl (CH2Cl2), C(Cl)Cl (CH2Cl2). Reactants: CCOc1ccc(C(F)(F)F)cc1-c1cc2c(ncn2C2CCCCO2)c(C#N)n1, CO, ClCCl, O, Cc1ccc(S(=O)(=O)O)cc1. Yields the product CCOc1ccc(C(F)(F)F)cc1-c1cc2[nH]cnc2c(C#N)n1. RXN SMILES: [CH2:1]([CH3:2])[O:3][c:4]1[c:5](-[c:14]2[cH:15][c:16]3[c:17]([c:18]([C:20]#[N:21])[n:19]2)[n:22][cH:23][n:24]3[CH:25]2[CH2:26][CH2:27][CH2:28][CH2:29][O:30]2)[cH:6][c:7]([C:10]([F:11])([F:12])[F:13])[cH:8][cH:9]1.[CH3:43][OH:44].[Cl:45][CH2:46][Cl:47].[OH2:31].[c:32]1([CH3:33])[cH:34][cH:35][c:36]([S:37]([OH:38])(=[O:39])=[O:40])[cH:41][cH:42]1>>[CH2:1]([CH3:2])[O:3][c:4]1[c:5](-[c:14]2[cH:15][c:16]3[c:17]([c:18]([C:20]#[N:21])[n:19]2)[n:22][cH:23][nH:24]3)[cH:6][c:7]([C:10]([F:11])([F:12])[F:13])[cH:8][cH:9]1. Reactants: BrC1=C(C(=CC=C1)[N+](=O)[O-])O (2-Bromo-6-nitrophenol), C1(CCCCC1)P(C1=C(C=CC=C1)C1=C(C=C(C=C1C(C)C)C(C)C)C(C)C)C1CCCCC1 (2-dicylohexylphosphino-2′,4′,6′-triisopropylbiphenyl), C([O-])([O-])=O.[Cs+].[Cs+] (cesium carbonate), C(C)(C)(C)C#C (tert-butylacetylene). The reagents and catalysts are [Pd](Cl)Cl.C(C)#N.C(C)#N (bis(acetonitrile) palladium (II) chloride). The solvent is C(C)#N (acetonitrile). Run at temperature 75 celsius. Product: C(C)(C)(C)C=1OC2=C(C1)C=CC=C2[N+](=O)[O-] (2-tert-butyl-7-nitro-benzofuran). Yield: 36.8%. Reaction SMILES: Br[C:2]1[CH:7]=[CH:6][CH:5]=[C:4]([N+:8]([O-:10])=[O:9])[C:3]=1[OH:11].C1(P(C2CCCCC2)C2C=CC=CC=2C2C(C(C)C)=CC(C(C)C)=CC=2C(C)C)CCCCC1.C(=O)([O-])[O-].[Cs+].[Cs+].[C:52]([C:56]#[CH:57])([CH3:55])([CH3:54])[CH3:53]>[Pd](Cl)Cl.C(#N)C.C(#N)C.C(#N)C>[C:52]([C:56]1[O:11][C:3]2[C:4]([N+:8]([O-:10])=[O:9])=[CH:5][CH:6]=[CH:7][C:2]=2[CH:57]=1)([CH3:55])([CH3:54])[CH3:53] |f:2.3.4,6.7.8|. Reported procedure: 2-Bromo-6-nitrophenol (500 mg, 2.29 mmol), bis(acetonitrile) palladium (II) chloride (12 mg, 0.05 mmol), 2-dicylohexylphosphino-2′,4′,6′-triisopropylbiphenyl (68 mg, 0.14 mmol), cesium carbonate (1.95 g, 6 mmol) and tert-butylacetylene (577 mg, 7 mmol) were dissolved 5 mL acetonitrile in a sealed tube and heated at 75° C. overnight. The reaction mixture was directly chromatographed (silica gel, heptane/ethyl acetate 9:1/4:1/1:1) to yield 2-tert-butyl-7-nitro-benzofuran as an off-white solid (185... Reactants: C(C1=CC=CC=C1)O[C@@H]1[C@H](CCCC1)NC=1SC(C(N1)=O)(C)C(C)C (2-((1S,2S)-2-(benzyloxy)cyclohexylamino)-5-isopropyl-5-methylthiazol-4(5H)-one), I[Si](C)(C)C (iodotrimethylsilane). The solvent is C(Cl)Cl (DCM). Reaction conditions: temperature 65 celsius. The product is O[C@@H]1[C@H](CCCC1)NC=1SC(C(N1)=O)(C)C(C)C (2-((1S,2S)-2-hydroxycyclohexylamino)-5-isopropyl-5-methylthiazol-4(5H)-one). Reaction SMILES: C([O:8][C@H:9]1[CH2:14][CH2:13][CH2:12][CH2:11][C@@H:10]1[NH:15][C:16]1[S:17][C:18]([CH:23]([CH3:25])[CH3:24])([CH3:22])[C:19](=[O:21])[N:20]=1)C1C=CC=CC=1.I[Si](C)(C)C>C(Cl)Cl>[OH:8][C@H:9]1[CH2:14][CH2:13][CH2:12][CH2:11][C@@H:10]1[NH:15][C:16]1[S:17][C:18]([CH:23]([CH3:25])[CH3:24])([CH3:22])[C:19](=[O:21])[N:20]=1. Procedure details: A 5 mL vial was charged with 2-((1S,2S)-2-(benzyloxy)cyclohexylamino)-5-isopropyl-5-methylthiazol-4(5H)-one (0.100 g, 0.28 mmol) and 1 mL of DCM. To this was added iodotrimethylsilane (0.22 g, 1.1 mmol). The vial was sealed and heated at 65° C. for 36 h. The reaction was concentrated and purified by column chromatography (2% to 7% MeOH/DCM) to give 2-((1S,2S)-2-hydroxycyclohexylamino)-5-isopropyl-5-methylthiazol-4(5H)-one as a yellow solid Starting materials: C(C)OC(=O)C1=NC(=NC=C1NC=1C=NC=NC1)NCCOC (2-(2-methoxy-ethylamino)-5-(pyrimidin-5-ylamino)-pyrimidine-4-carboxylic acid ethyl ester), Cl.CNC(=O)C1=NN(C=C1N)C (4-amino-1-methyl-1H-pyrazole-3-carboxylic acid methylamide hydrochloride). Yields the product CN1N=C(C(=C1)NC(=O)C1=NC(=NC=C1NC=1C=NC=NC1)NCCOC)C(NC)=O (2-(2-Methoxy-ethylamino)-5-(pyrimidin-5-ylamino)-pyrimidine-4-carboxylic acid (1-methyl-3-methylcarbamoyl-1H-pyrazol-4-yl)-amide). As a reaction SMILES: C(O[C:4]([C:6]1[C:11]([NH:12][C:13]2[CH:14]=[N:15][CH:16]=[N:17][CH:18]=2)=[CH:10][N:9]=[C:8]([NH:19][CH2:20][CH2:21][O:22][CH3:23])[N:7]=1)=[O:5])C.Cl.[CH3:25][NH:26][C:27]([C:29]1[C:33]([NH2:34])=[CH:32][N:31]([CH3:35])[N:30]=1)=[O:28]>>[CH3:35][N:31]1[CH:32]=[C:33]([NH:34][C:4]([C:6]2[C:11]([NH:12][C:13]3[CH:18]=[N:17][CH:16]=[N:15][CH:14]=3)=[CH:10][N:9]=[C:8]([NH:19][CH2:20][CH2:21][O:22][CH3:23])[N:7]=2)=[O:5])[C:29]([C:27](=[O:28])[NH:26][CH3:25])=[N:30]1 |f:1.2|. Procedure details: The product was obtained starting from 2-(2-methoxy-ethylamino)-5-(pyrimidin-5-ylamino)-pyrimidine-4-carboxylic acid ethyl ester (11 mg, 35 μmol) and 4-amino-1-methyl-1H-pyrazole-3-carboxylic acid methylamide hydrochloride (20 mg, 105 μmol) according to the method described in example 104 after purification by preparative HPLC using an acetonitrile/water gradient as yellow solid (0.5 mg, 3%). Starting materials: Br, O=N[O-], NC(N)=O, Nc1cc(C(=O)O)ccc1C(F)(F)F, [Na+], [Na+], [OH-], O. The product is O=C(O)c1ccc(C(F)(F)F)c(Br)c1. RXN SMILES: [BrH:25].[N:15]([O-:16])=[O:17].[NH2:19][C:20](=[O:21])[NH2:22].[NH2:1][c:2]1[cH:3][c:4]([C:5](=[O:6])[OH:7])[cH:8][cH:9][c:10]1[C:11]([F:12])([F:13])[F:14].[Na+:18].[Na+:24].[OH-:23].[OH2:26]>>[c:2]1([Br:25])[cH:3][c:4]([C:5](=[O:6])[OH:7])[cH:8][cH:9][c:10]1[C:11]([F:12])([F:13])[F:14].